This data is from the Open Reaction Database (ORD), a public repository of structured organic reaction records. The task is: describe an organic reaction: reactants, conditions, products, and yield The reactants are CC(C)(O\N=C(/C(=O)OC(C1=CC=CC=C1)C1=CC=CC=C1)\C=1N=C(SC1)NC(C1=CC=CC=C1)(C1=CC=CC=C1)C1=CC=CC=C1)C(=O)OCC1=CC=C(C=C1)[N+](=O)[O-] (Diphenylmethyl (Z)-2-[1-methyl-1-(4-nitrobenzyloxy-carbonyl)ethoxyimino]-2-(2-tritylaminothiazol-4-yl)-acetate). Solvent: C(=O)O (formic acid). The product is NC=1SC=C(N1)/C(/C(=O)O)=N/OC(C)(C(=O)OCC1=CC=C(C=C1)[N+](=O)[O-])C (2-(2-Aminothiazol-4-yl)-(Z)-2-[1-methyl-1-(4-nitrobenzyloxycarbonyl)ethoxyimino]acetic acid), solid. The yield is 75.0%. Reaction SMILES: [CH3:1][C:2]([C:48]([O:50][CH2:51][C:52]1[CH:57]=[CH:56][C:55]([N+:58]([O-:60])=[O:59])=[CH:54][CH:53]=1)=[O:49])([O:4]/[N:5]=[C:6](/[C:23]1[N:24]=[C:25]([NH:28]C(C2C=CC=CC=2)(C2C=CC=CC=2)C2C=CC=CC=2)[S:26][CH:27]=1)\[C:7]([O:9]C(C1C=CC=CC=1)C1C=CC=CC=1)=[O:8])[CH3:3]>C(O)=O>[NH2:28][C:25]1[S:26][CH:27]=[C:23](/[C:6](=[N:5]/[O:4][C:2]([CH3:3])([C:48]([O:50][CH2:51][C:52]2[CH:53]=[CH:54][C:55]([N+:58]([O-:60])=[O:59])=[CH:56][CH:57]=2)=[O:49])[CH3:1])/[C:7]([OH:9])=[O:8])[N:24]=1. Reported procedure: Diphenylmethyl (Z)-2-[1-methyl-1-(4-nitrobenzyloxy-carbonyl)ethoxyimino]-2-(2-tritylaminothiazol-4-yl)-acetate (1.0 g) was treated with formic acid under the conditions described in Example 23d. The title compound was obtained as a white solid (0.355 g, 75%); νmax (Nujol) 3300 (br), 3100 (br), 1740, 1625 (br). 1610, 1520, and 1350 cm-1 ; δH ((CD3)2SO) 1.50 (6H, s), 5.30 (2H, s), 6.74 (1H, s), 7.15-7.40 (3H, m), and 7.59 and 8.08 (4H, ABq, J 9 Hz).